This data is from the Open Reaction Database (ORD), a public repository of structured organic reaction records. The task is: describe an organic reaction: reactants, conditions, products, and yield Reactants: COCCCOC=1C=C(C=CC1O[Si](C(C)C)(C(C)C)C(C)C)C(C)O (1-{3-(3-methoxypropoxy)-4-[(triisopropylsilyl)oxy]phenyl}ethanol). The reagents and catalysts are [O-2].[O-2].[Mn+4] (manganese dioxide). The solvent is C1(=CC=CC=C1)C (toluene). The product is COCCCOC=1C=C(C=CC1O[Si](C(C)C)(C(C)C)C(C)C)C(C)=O (1-{3-(3-methoxypropoxy)-4-[(triisopropylsilyl)oxy]phenyl}ethanone). Isolated yield 78.7%. As a reaction SMILES: [CH3:1][O:2][CH2:3][CH2:4][CH2:5][O:6][C:7]1[CH:8]=[C:9]([CH:24]([OH:26])[CH3:25])[CH:10]=[CH:11][C:12]=1[O:13][Si:14]([CH:21]([CH3:23])[CH3:22])([CH:18]([CH3:20])[CH3:19])[CH:15]([CH3:17])[CH3:16]>C1(C)C=CC=CC=1.[O-2].[O-2].[Mn+4]>[CH3:1][O:2][CH2:3][CH2:4][CH2:5][O:6][C:7]1[CH:8]=[C:9]([C:24](=[O:26])[CH3:25])[CH:10]=[CH:11][C:12]=1[O:13][Si:14]([CH:15]([CH3:17])[CH3:16])([CH:18]([CH3:19])[CH3:20])[CH:21]([CH3:23])[CH3:22] |f:2.3.4|. Procedure: 1-{3-(3-methoxypropoxy)-4-[(triisopropylsilyl)oxy]phenyl}ethanol (12.5 g, 32.7 mmol) was dissolved in toluene (1200 mL) and manganese dioxide (74.7 g, 860 mmol) was added. The mixture was brought to reflux for 7 hrs. The mixture was then filtered off and the solvent was evaporated to yield 9.8 g (quantitative yield) of the desired product as an oil.